The task is: describe an organic reaction: reactants, conditions, products, and yield. This data is from the Open Reaction Database (ORD), a public repository of structured organic reaction records. Starting materials: ClC1=C(C=C(C=C1)C=1C(=NC=C(C(=O)O)C1)OCCOC)F (5-(4-chloro-3-fluorophenyl)-6-(2-methoxyethoxy)-nicotinic acid), FC(C1=NOC(=N1)CN)(F)F (3-trifluoromethyl-[1,2,4]oxadiazol-5-methanamine). Yields the product ClC1=C(C=C(C=C1)C=1C(=NC=C(C(=O)NCC2=NC(=NO2)C(F)(F)F)C1)OCCOC)F (5-(4-chloro-3-fluorophenyl)-6-(2-methoxyethoxy)-N-((3-(trifluoromethyl)-1,2,4-oxadiazol-5-yl)methyl)nicotinamide). As a reaction SMILES: [Cl:1][C:2]1[CH:7]=[CH:6][C:5]([C:8]2[C:9]([O:17][CH2:18][CH2:19][O:20][CH3:21])=[N:10][CH:11]=[C:12]([CH:16]=2)[C:13]([OH:15])=O)=[CH:4][C:3]=1[F:22].[F:23][C:24]([F:33])([F:32])[C:25]1[N:29]=[C:28]([CH2:30][NH2:31])[O:27][N:26]=1>>[Cl:1][C:2]1[CH:7]=[CH:6][C:5]([C:8]2[C:9]([O:17][CH2:18][CH2:19][O:20][CH3:21])=[N:10][CH:11]=[C:12]([CH:16]=2)[C:13]([NH:31][CH2:30][C:28]2[O:27][N:26]=[C:25]([C:24]([F:33])([F:32])[F:23])[N:29]=2)=[O:15])=[CH:4][C:3]=1[F:22]. Procedure details: The title compound was synthesized in analogy to Example 1 using 5-(4-chloro-3-fluorophenyl)-6-(2-methoxyethoxy)-nicotinic acid (example CF) and 3-trifluoromethyl-[1,2,4]oxadiazol-5-methanamine (example AK) as starting materials; LC-MS (UV peak area/ESI) 100%, 473.0662 (M−H)−. The reactants are ice, C(C)(C)(C)OC(=O)N1[C@@H](C2=CC=CC=C2CC1)C1=C(C=CC(=C1)Cl)OCC(=O)OCC ((S)-1-(5-chloro-2-ethoxycarbonylmethoxy-phenyl)-3,4-dihydro-1H-isoquinoline-2-carboxylic acid tert-butyl ester). Run in C(Cl)Cl (DCM), Cl (HCl), O1CCOCC1 (dioxane). Run at time 1.5 hour. Product: C(C)OC(COC1=C(C=C(C=C1)Cl)[C@H]1NCCC2=CC=CC=C12)=O (((S)-4-Chloro-2-1,2,3,4-tetrahydro-isoquinolin-1-yl-phenoxy)-acetic acid ethyl ester). Reaction SMILES: C(OC([N:8]1[CH2:17][CH2:16][C:15]2[C:10](=[CH:11][CH:12]=[CH:13][CH:14]=2)[C@H:9]1[C:18]1[CH:23]=[C:22]([Cl:24])[CH:21]=[CH:20][C:19]=1[O:25][CH2:26][C:27]([O:29][CH2:30][CH3:31])=[O:28])=O)(C)(C)C>C(Cl)Cl.Cl.O1CCOCC1>[CH2:30]([O:29][C:27](=[O:28])[CH2:26][O:25][C:19]1[CH:20]=[CH:21][C:22]([Cl:24])=[CH:23][C:18]=1[C@@H:9]1[C:10]2[C:15](=[CH:14][CH:13]=[CH:12][CH:11]=2)[CH2:16][CH2:17][NH:8]1)[CH3:31]. Reported procedure: To an ice-cooled solution of (S)-1-(5-chloro-2-ethoxycarbonylmethoxy-phenyl)-3,4-dihydro-1H-isoquinoline-2-carboxylic acid tert-butyl ester (790 mg, 1.77 mmol, 1.0 eq.) in DCM (3 mL), 4M HCl in dioxane (7.4 mL) was added. The resulting solution was stirred at r.t. for 1.5 hours. The reaction mixture was concentrated in vacuo. The residue was coevaporated with EtOH (3×). To a solution of the residue in EtOH (2 mL), conc. H2SO4 (0.18 mL) was added. The solution was stirred at r.t. for 18 hours. Wa... Starting materials: OC1=C(C=CC=C1)C(CS(=O)C)=O (2-Hydroxy-1-[(methylsulfinyl)acetyl] benzene), FC(C(=O)O)(F)F (trifluoroacetic acid). Solvent: C1=CC=CC=C1 (benzene). Yields the product CSC1OC2=C(C1=O)C=CC=C2 (2-(Methylthio)-3(2H)-benzofuranone). As a reaction SMILES: [OH:1][C:2]1[CH:7]=[CH:6][CH:5]=[CH:4][C:3]=1[C:8](=[O:13])[CH2:9][S:10]([CH3:12])=O.FC(F)(F)C(O)=O>C1C=CC=CC=1>[CH3:12][S:10][CH:9]1[C:8](=[O:13])[C:3]2[CH:4]=[CH:5][CH:6]=[CH:7][C:2]=2[O:1]1. Procedure: 2-Hydroxy-1-[(methylsulfinyl)acetyl] benzene (1.5 g 0.0075m) and trifluoroacetic acid (1.5 g) are refluxed in benzene (25 ml) for one hour under nitrogen. The solvent is removed under reduced pressure to give a pale yellow oil which crystallizes on standing. Recrystallization from ethanol gave white crystals, (0.611 g 45%), m.p. 81°-82° C. Starting materials: C(C1=CC=CC=C1)OC=1C=C2C=CN(C2=CC1)C1=NC(=NC=C1)NC1CCC(CC1)O (4-[4-(5-benzyloxyindol-1-yl)-pyrimidin-2-ylamino]-cyclohexanol). The reagents and catalysts are [Pd] (Pd/C). The solvent is CCO (EtOH). Run at time 4 day. Product: O[C@@H]1CC[C@H](CC1)NC1=NC=CC(=N1)N1C=CC2=CC(=CC=C12)O (trans-1-[2-(4-hydroxy-cyclohexylamino)-pyrimidin-4-yl]-1H-indol-5-ol). Yield: 93.1%. As a reaction SMILES: C([O:8][C:9]1[CH:10]=[C:11]2[C:15](=[CH:16][CH:17]=1)[N:14]([C:18]1[CH:23]=[CH:22][N:21]=[C:20]([NH:24][CH:25]3[CH2:30][CH2:29][CH:28]([OH:31])[CH2:27][CH2:26]3)[N:19]=1)[CH:13]=[CH:12]2)C1C=CC=CC=1>CCO.[Pd]>[OH:31][C@H:28]1[CH2:29][CH2:30][C@H:25]([NH:24][C:20]2[N:19]=[C:18]([N:14]3[C:15]4[C:11](=[CH:10][C:9]([OH:8])=[CH:17][CH:16]=4)[CH:12]=[CH:13]3)[CH:23]=[CH:22][N:21]=2)[CH2:26][CH2:27]1. Reported procedure: A mixture of 4-[4-(5-benzyloxyindol-1-yl)-pyrimidin-2-ylamino]-cyclohexanol (70 mg) and Pd/C (15%, 38 mg) in EtOH was stirred under H2 (balloon pressure) at RT for 4 days. The reaction mixture was then filtered through a CELITE™ pad, the filter cake washed with EtOH, and the filtrate evaporated under reduced pressure. The residue was purified by flash chromatography (DCM/MeOH, 95:5) to give trans-1-[2-(4-hydroxy-cyclohexylamino)-pyrimidin-4-yl]-1H-indol-5-ol (51 mg) as an off-white solid. MS=325... Reaction SMILES: [Br:1][c:2]1[cH:3][c:4]([F:10])[c:5]([CH:6]=[O:7])[cH:8][cH:9]1.[C:17]([O:18][BH-:19]([O:20][C:21](=[O:22])[CH3:23])[O:24][C:25](=[O:26])[CH3:27])(=[O:28])[CH3:29].[CH2:11]1[CH2:12][CH2:13][NH:14][CH2:15][CH2:16]1.[Cl:31][CH2:32][Cl:33].[Na+:30]>>[Br:1][c:2]1[cH:3][c:4]([F:10])[c:5]([CH2:6][N:14]2[CH2:13][CH2:12][CH2:11][CH2:16][CH2:15]2)[cH:8][cH:9]1. Product: Fc1cc(Br)ccc1CN1CCCCC1. Reactants: O=Cc1ccc(Br)cc1F, CC(=O)O[BH-](OC(C)=O)OC(C)=O, C1CCNCC1, ClCCl, [Na+].